The task is: describe an organic reaction: reactants, conditions, products, and yield. This data is from the Open Reaction Database (ORD), a public repository of structured organic reaction records. RXN SMILES: [S:1]1[CH:5]=[CH:4][C:3]([C:6]([OH:8])=O)=[C:2]1[C:9]1[S:10][CH:11]=[CH:12][C:13]=1[C:14]([OH:16])=[O:15]>C(OC(=O)C)(=O)C>[S:10]1[CH:11]=[CH:12][C:13]2[C:14]([O:16][C:6]([C:3]3[CH:4]=[CH:5][S:1][C:2]=3[C:9]1=2)=[O:8])=[O:15]. Conditions: temperature 0 celsius. Reported procedure: Diacid (3) (12.6 g, 49.4 mmol) was stirred in 100 mL of acetic anhydride at reflux for 6 h. Upon cooling to 0° C., the solid was collected by filtration, washed with 20 mL of cold acetic anhydride, and dried in vacuo at 120° C. overnight. The resulting light yellow crystals (11.4 g, 98% yield) were used without further purification. Anal. Calcd. for C10H4O3S2: C, 50.84; H, 1.71. Found: C, 50.78; H, 1.66; 1H NMR (CDCl3): 7.68 (d, J=4.0 Hz, 2H), 7.40 (d, J=5.0 Hz, 2H); m.p. 260-263° C.; MS (EI): m... Solvent: C(C)(=O)OC(C)=O (acetic anhydride). The yield is 97.7%. Yields the product S1C2=C(C=C1)C(=O)OC(=O)C1=C2SC=C1 (2,2′-bithiophene-3,3′-dicarboxylic anhydride). The reactants are S1C(=C(C=C1)C(=O)O)C=1SC=CC1C(=O)O (2,2′-bithiophene-3,3′-dicarboxylic acid).